Dataset: the Open Reaction Database (ORD), a public repository of structured organic reaction records. Task: describe an organic reaction: reactants, conditions, products, and yield The reactants are F[B-](F)(F)F, CC(C)(C)[SiH2]OC(C)(C)c1cc(CN)ccc1Cl, CCN(C(C)C)C(C)C, ClCCl, O=C(O)CC(F)(F)F, CN(C)C(On1nnc2ccccc21)=[N+](C)C. Yields the product CC(C)(C)[SiH2]OC(C)(C)c1cc(CNC(=O)CC(F)(F)F)ccc1Cl. Reaction SMILES: [B-:1]([F:2])([F:3])([F:4])[F:5].[C:23]([CH3:24])([CH3:25])([CH3:26])[SiH2:27][O:28][C:29]([c:30]1[cH:31][c:32]([CH2:33][NH2:34])[cH:35][cH:36][c:37]1[Cl:38])([CH3:39])[CH3:40].[CH:41]([N:42]([CH2:43][CH3:44])[CH:45]([CH3:46])[CH3:47])([CH3:48])[CH3:49].[Cl:58][CH2:59][Cl:60].[F:50][C:51]([CH2:52][C:53](=[O:54])[OH:55])([F:56])[F:57].[n:6]1([O:7][C:8]([N:9]([CH3:10])[CH3:11])=[N+:12]([CH3:13])[CH3:14])[c:15]2[cH:16][cH:17][cH:18][cH:19][c:20]2[n:21][n:22]1>>[C:23]([CH3:24])([CH3:25])([CH3:26])[SiH2:27][O:28][C:29]([c:30]1[cH:31][c:32]([CH2:33][NH:34][C:53]([CH2:52][C:51]([F:50])([F:56])[F:57])=[O:54])[cH:35][cH:36][c:37]1[Cl:38])([CH3:39])[CH3:40]. The reactants are C(C)O (Ethanol), [OH-].[K+] (potassium hydroxide), C(CCC)C=1N(C(=C(N1)Cl)CO)CC1=CC2=CN(N=C2C=C1)C1=C(C=CC=C1)C(=O)OCC (2-butyl-4-chloro-1-[2-(2-ethoxycarbonylphenyl)-2H-indazol-5-yl]methyl-5-(hydroxymethyl)-1H-imidazole). Solvent: O (water). Reaction conditions: time 1.5 hour. Product: C(CCC)C=1N(C(=C(N1)Cl)CO)CC1=CC2=CN(N=C2C=C1)C1=C(C=CC=C1)C(=O)O (2-butyl-4-chloro-1-[2-(2-carboxyphenyl)-2H-indazol-5-yl]methyl-5-(hydroxymethyl)-1H-imidazole). The yield is 53.3%. Reaction SMILES: C(O)C.[OH-].[K+].[CH2:6]([C:10]1[N:11]([CH2:18][C:19]2[CH:27]=[CH:26][C:25]3[C:21](=[CH:22][N:23]([C:28]4[CH:33]=[CH:32][CH:31]=[CH:30][C:29]=4[C:34]([O:36]CC)=[O:35])[N:24]=3)[CH:20]=2)[C:12]([CH2:16][OH:17])=[C:13]([Cl:15])[N:14]=1)[CH2:7][CH2:8][CH3:9]>O>[CH2:6]([C:10]1[N:11]([CH2:18][C:19]2[CH:27]=[CH:26][C:25]3[C:21](=[CH:22][N:23]([C:28]4[CH:33]=[CH:32][CH:31]=[CH:30][C:29]=4[C:34]([OH:36])=[O:35])[N:24]=3)[CH:20]=2)[C:12]([CH2:16][OH:17])=[C:13]([Cl:15])[N:14]=1)[CH2:7][CH2:8][CH3:9] |f:1.2|. Procedure details: Ethanol (1.5 ml), ion-exchanged water (0.3 ml), and potassium hydroxide (42 mg) were added to 2-butyl-4-chloro-1-[2-(2-ethoxycarbonylphenyl)-2H-indazol-5-yl]methyl-5-(hydroxymethyl)-1H-imidazole (116 mg, 0.248 mmol) as obtained in Example 3, and the mixture was stirred at room temperature for 1.5 hours. The mixture was concentrated in an evaporator, and partitioned by ion-exchanged water (2.5 ml) and diethyl ether (5 ml). The water layer was separated and conc. hydrochloric acid was dropwise add... Starting materials: CCOC(=O)c1c(O)cc(O)nc1C(F)(F)F, Cl, N. Product: Oc1cc(O)nc(C(F)(F)F)c1. RXN SMILES: [CH2:1]([O:2][C:3](=[O:4])[c:5]1[c:6]([C:13]([F:14])([F:15])[F:16])[n:7][c:8]([OH:12])[cH:9][c:10]1[OH:11])[CH3:17].[ClH:19].[NH3:18]>>[cH:5]1[c:6]([C:13]([F:14])([F:15])[F:16])[n:7][c:8]([OH:12])[cH:9][c:10]1[OH:11]. Reactants: [H-].[H-].[H-].[H-].[Li+].[Al+3] (LiAlH4), C(C)OC(CCC1=CC=C(C=C1)C1=CC=C(C=C1)OCCCCCCC)=O (3-(4′-heptyloxybiphenyl-4-yl)propionic acid ethyl ester). Run in C1CCOC1 (THF), C1CCOC1 (THF). Run at temperature 0 celsius. Product: C(CCCCCC)OC1=CC=C(C=C1)C1=CC=C(C=C1)CCCO (3-(4′-heptyloxy-biphenyl-4-yl)propan-1-ol). The yield is 93.5%. Reaction SMILES: [H-].[H-].[H-].[H-].[Li+].[Al+3].C([O:9][C:10](=O)[CH2:11][CH2:12][C:13]1[CH:18]=[CH:17][C:16]([C:19]2[CH:24]=[CH:23][C:22]([O:25][CH2:26][CH2:27][CH2:28][CH2:29][CH2:30][CH2:31][CH3:32])=[CH:21][CH:20]=2)=[CH:15][CH:14]=1)C>C1COCC1>[CH2:26]([O:25][C:22]1[CH:23]=[CH:24][C:19]([C:16]2[CH:17]=[CH:18][C:13]([CH2:12][CH2:11][CH2:10][OH:9])=[CH:14][CH:15]=2)=[CH:20][CH:21]=1)[CH2:27][CH2:28][CH2:29][CH2:30][CH2:31][CH3:32] |f:0.1.2.3.4.5|. Procedure: To a cold (0° C.) stirred suspension of LiAlH4 (0.47 g, 12.4 mmol) in THF (20 ml) was added a solution of 3-(4′-heptyloxybiphenyl-4-yl)propionic acid ethyl ester (crude, 2.74 g) in THF (30 ml). After being stirred for 30 min. at room temperature, the mixture was quenched with H2O at 0° C. The mixture was filtered through a pad of Celite and washed with CH2Cl2. The filtrate and washings were combined and concentrated in vacuo. The residue was purified by column chromatography on silica gel (EtOAc... Starting materials: O=C(OC1Cc2cc(Cl)c3[nH]ncc3c2CN(CC(F)(F)F)C1=O)c1ccccc1, C1CCOC1, [Li+], [OH-], O. Product: O=C1C(O)Cc2cc(Cl)c3[nH]ncc3c2CN1CC(F)(F)F. As a reaction SMILES: [C:1](=[O:2])([c:3]1[cH:4][cH:5][cH:6][cH:7][cH:8]1)[O:9][CH:10]1[CH2:11][c:12]2[c:13]([c:14]3[cH:15][n:16][nH:17][c:18]3[c:19]([Cl:21])[cH:20]2)[CH2:22][N:23]([CH2:26][C:27]([F:28])([F:29])[F:30])[C:24]1=[O:25].[CH2:31]1[O:32][CH2:33][CH2:34][CH2:35]1.[Li+:36].[OH-:37].[OH2:38]>>[OH:9][CH:10]1[CH2:11][c:12]2[c:13]([c:14]3[cH:15][n:16][nH:17][c:18]3[c:19]([Cl:21])[cH:20]2)[CH2:22][N:23]([CH2:26][C:27]([F:28])([F:29])[F:30])[C:24]1=[O:25]. The reactants are O (water), ICCCO (3-iodo-1-propanol), N1C=NC=C1 (imidazole), C(C)(C)(C)[Si](C1=CC=CC=C1)(C1=CC=CC=C1)Cl (tert-butylchlorodiphenylsilane). Run in CN(C=O)C (dimethylformamide). Run at time 20 hour. The product is [Si](C1=CC=CC=C1)(C1=CC=CC=C1)(C(C)(C)C)OC(CC)I (1-(tert-Butyldiphenylsilyloxy)propyl iodide). Reaction SMILES: [I:1][CH2:2][CH2:3][CH2:4]O.N1C=CN=C1.[C:11]([Si:15](Cl)([C:22]1[CH:27]=[CH:26][CH:25]=[CH:24][CH:23]=1)[C:16]1[CH:21]=[CH:20][CH:19]=[CH:18][CH:17]=1)([CH3:14])([CH3:13])[CH3:12].[OH2:29]>CN(C)C=O>[Si:15]([O:29][CH:2]([I:1])[CH2:3][CH3:4])([C:11]([CH3:14])([CH3:13])[CH3:12])([C:22]1[CH:23]=[CH:24][CH:25]=[CH:26][CH:27]=1)[C:16]1[CH:21]=[CH:20][CH:19]=[CH:18][CH:17]=1. Reported procedure: To a stirred mixture of 3-iodo-1-propanol (4.3 g, 23 mmol) and imidazole (3.74 g, 55 mmol) in dimethylformamide (20 ml) was added tert-butylchlorodiphenylsilane (6.8 g, 24.7 mmol) at ambient temperature and the reaction mixture was stirred for 20 hours. The reaction mixture was then poured into cold water. The combined extracts were washed with dilute hydrochloric acid, 5 percent sodium bicarbonate dried over magnesium sulfate, and concentrated in vacuo. The residue was purified by flash chromat...